This data is from the Open Reaction Database (ORD), a public repository of structured organic reaction records. The task is: describe an organic reaction: reactants, conditions, products, and yield The product is CCC(=O)NC1CCC(CNc2nc3c(s2)CCOc2ccccc2-3)CC1. Starting materials: CCC(=O)Cl, CCN(C(C)C)C(C)C, NC1CCC(CNc2nc3c(s2)CCOc2ccccc2-3)CC1, O, c1ccncc1. As a reaction SMILES: [C:24]([CH2:25][CH3:26])(=[O:27])[Cl:28].[CH:36]([N:37]([CH:38]([CH3:39])[CH3:40])[CH2:41][CH3:42])([CH3:43])[CH3:44].[NH2:1][CH:2]1[CH2:3][CH2:4][CH:5]([CH2:8][NH:9][c:10]2[s:11][c:12]3[c:13]([n:14]2)-[c:15]2[c:16]([cH:20][cH:21][cH:22][cH:23]2)[O:17][CH2:18][CH2:19]3)[CH2:6][CH2:7]1.[OH2:29].[cH:30]1[cH:31][cH:32][n:33][cH:34][cH:35]1>>[NH:1]([CH:2]1[CH2:3][CH2:4][CH:5]([CH2:8][NH:9][c:10]2[s:11][c:12]3[c:13]([n:14]2)-[c:15]2[c:16]([cH:20][cH:21][cH:22][cH:23]2)[O:17][CH2:18][CH2:19]3)[CH2:6][CH2:7]1)[C:24]([CH2:25][CH3:26])=[O:27].